This data is from the Open Reaction Database (ORD), a public repository of structured organic reaction records. The task is: describe an organic reaction: reactants, conditions, products, and yield Reactants: lime, [Mg] (magnesium), [Mg] (magnesium), C(CCC)O (1-butanol), FC(C(=O)O)(F)F (trifluoroacetic acid), [Mg] (magnesium). The solvent is C(C)(C)O (isopropyl alcohol). The product is FC(C(=O)[O-])(F)F.[Mg+2].FC(C(=O)[O-])(F)F (magnesium trifluoroacetate). As a reaction SMILES: [Mg:1].C(O)CCC.[F:7][C:8]([F:13])([F:12])[C:9]([OH:11])=[O:10]>C(O)(C)C>[F:7][C:8]([F:13])([F:12])[C:9]([O-:11])=[O:10].[Mg+2:1].[F:7][C:8]([F:13])([F:12])[C:9]([O-:11])=[O:10] |f:4.5.6|. Reported procedure: A soda lime glass substrate having a diameter of 30 mm and a thickness of 1 mm was ultrasonically cleaned in isopropyl alcohol and was then dried, whereby a glass substrate for coating was prepared. To one mass part of powdery magnesium available from Kishida Chemical Co., Ltd. and 18 mass parts of 1-butanol, 25 mass parts of trifluoroacetic acid (CF3COOH) was gradually added, whereby magnesium was completely dissolved. A solution containing completely dissolved magnesium was filtered and was th... RXN SMILES: [BH4-:38].[CH3:40][OH:41].[CH:1]([Cl:2])([Cl:3])[Cl:4].[CH:5]([c:6]1[cH:7][cH:8][cH:9][cH:10][cH:11]1)([c:12]1[cH:13][cH:14][cH:15][cH:16][cH:17]1)[N:18]1[CH2:19][CH2:20][N:21]([CH2:24][CH:25]2[C:26](=[O:37])[c:27]3[cH:28][cH:29][c:30]([O:35][CH3:36])[cH:31][c:32]3[CH2:33][CH2:34]2)[CH2:22][CH2:23]1.[Na+:39]>>[CH:5]([c:6]1[cH:7][cH:8][cH:9][cH:10][cH:11]1)([c:12]1[cH:13][cH:14][cH:15][cH:16][cH:17]1)[N:18]1[CH2:19][CH2:20][N:21]([CH2:24][CH:25]2[CH:26]([OH:37])[c:27]3[cH:28][cH:29][c:30]([O:35][CH3:36])[cH:31][c:32]3[CH2:33][CH2:34]2)[CH2:22][CH2:23]1. Starting materials: [BH4-], CO, ClC(Cl)Cl, COc1ccc2c(c1)CCC(CN1CCN(C(c3ccccc3)c3ccccc3)CC1)C2=O, [Na+]. Product: COc1ccc2c(c1)CCC(CN1CCN(C(c3ccccc3)c3ccccc3)CC1)C2O. Reactants: S(=O)([O-])S(=O)[O-].[Na+].[Na+] (sodium dithionite), ClC1=CC(=C(NC(=O)C2=CSC=C2OCC)C=C1Cl)O (4',5'-dichloro-4-ethoxy-2'-hydroxy-3-thiophenecarboxanilide), NC1=C(C=C(C(=C1)Cl)Cl)O (2-amino-4,5-dichlorophenol), C(C)OC=1C(=CSC1)C(=O)Cl (4-ethoxy-3-thiophenecarbonyl chloride). The solvent is C(Cl)Cl (methylene chloride), O (water), CC(=O)C (acetone), C(Cl)Cl (methylene chloride), C(C)N(CC)CC (triethylamine). Product: ClC1=CC2=C(NC(C=3C(O2)=CSC3)=O)C=C1Cl (6,7-Dichlorothieno[3,4-b](1,5]benzoxazepine-10(9H)-one). Reaction SMILES: S(S([O-])=O)([O-])=O.[Na+].[Na+].NC1C=C(Cl)C(Cl)=CC=1O.C(OC1C(C(Cl)=O)=CSC=1)C.[Cl:30][C:31]1[C:47]([Cl:48])=[CH:46][C:34]([NH:35][C:36]([C:38]2[C:42](OCC)=[CH:41][S:40][CH:39]=2)=[O:37])=[C:33]([OH:49])[CH:32]=1>C(Cl)Cl.C(N(CC)CC)C.O.CC(C)=O>[Cl:30][C:31]1[C:47]([Cl:48])=[CH:46][C:34]2[NH:35][C:36](=[O:37])[C:38]3[C:42](=[CH:41][S:40][CH:39]=3)[O:49][C:33]=2[CH:32]=1 |f:0.1.2|. Reported procedure: A 20.87 g. portion of the preceding product (prepared as described above) is stirred in 210 ml. of acetone and 210 ml. of water, then 87.0 g. of sodium dithionite is added portionwise with stirring at room temperature as described in J. Chem. Soc., 4727 (1956). The resulting colorless mixture is heated on a steam bath for 1/2 hour, then is cooled and extracted four times with ether. The ether layer is washed 3 times with brine, then is dried over anhydrous sodium sulfate and evaporated to provid... The reactants are C=1C=CC(=CC1)P(C=2C=CC=CC2)C3=CC=C4C=CC=CC4=C3C5=C6C=CC=CC6=CC=C5P(C=7C=CC=CC7)C=8C=CC=CC8 (BINAP), BrC1=C(C=C(C(=C1)C)S(=O)(=O)C)F (1-bromo-2-fluoro-5-methyl-4-(methylsulfonyl)benzene), C(=O)([O-])[O-].[Cs+].[Cs+] (Cs2CO3), N[C@@H]1C(N(CCC1)C1CCN(CC1)C1=NC=C(C=N1)CC)=O ((S)-3-amino-1′-(5-ethylpyrimidin-2-yl)-1,4′-bipiperidin-2-one). Reagents/catalysts: C=1C=CC(=CC1)/C=C/C(=O)/C=C/C2=CC=CC=C2.C=1C=CC(=CC1)/C=C/C(=O)/C=C/C2=CC=CC=C2.C=1C=CC(=CC1)/C=C/C(=O)/C=C/C2=CC=CC=C2.[Pd].[Pd] (Pd2 dba3). Run in C1(=CC=CC=C1)C (toluene). Conditions: temperature 90 celsius. Yields the product C(C)C=1C=NC(=NC1)N1CCC(CC1)N1C([C@H](CCC1)NC1=C(C=C(C(=C1)C)S(=O)(=O)C)F)=O ((S)-1′-(5-ethylpyrimidin-2-yl)-3-(2-fluoro-5-methyl-4-(methylsulfonyl)phenylamino)-1,4′-bipiperidin-2-one). Isolated yield 50.2%. As a reaction SMILES: [NH2:1][C@H:2]1[CH2:7][CH2:6][CH2:5][N:4]([CH:8]2[CH2:13][CH2:12][N:11]([C:14]3[N:19]=[CH:18][C:17]([CH2:20][CH3:21])=[CH:16][N:15]=3)[CH2:10][CH2:9]2)[C:3]1=[O:22].C1C=CC(P(C2C(C3C(P(C4C=CC=CC=4)C4C=CC=CC=4)=CC=C4C=3C=CC=C4)=C3C(C=CC=C3)=CC=2)C2C=CC=CC=2)=CC=1.Br[C:70]1[CH:75]=[C:74]([CH3:76])[C:73]([S:77]([CH3:80])(=[O:79])=[O:78])=[CH:72][C:71]=1[F:81].C([O-])([O-])=O.[Cs+].[Cs+]>C1(C)C=CC=CC=1.C1C=CC(/C=C/C(/C=C/C2C=CC=CC=2)=O)=CC=1.C1C=CC(/C=C/C(/C=C/C2C=CC=CC=2)=O)=CC=1.C1C=CC(/C=C/C(/C=C/C2C=CC=CC=2)=O)=CC=1.[Pd].[Pd]>[CH2:20]([C:17]1[CH:16]=[N:15][C:14]([N:11]2[CH2:12][CH2:13][CH:8]([N:4]3[CH2:5][CH2:6][CH2:7][C@H:2]([NH:1][C:70]4[CH:75]=[C:74]([CH3:76])[C:73]([S:77]([CH3:80])(=[O:79])=[O:78])=[CH:72][C:71]=4[F:81])[C:3]3=[O:22])[CH2:9][CH2:10]2)=[N:19][CH:18]=1)[CH3:21] |f:3.4.5,7.8.9.10.11|. Procedure details: (S)-3-amino-1′-(5-ethylpyrimidin-2-yl)-1,4′-bipiperidin-2-one (220 mg, 0.725 mmol) was dissolved in toluene (7 mL) and BINAP (45.2 mg, 0.0725 mmol), 1-bromo-2-fluoro-5-methyl-4-(methylsulfonyl)benzene (Preparation B; 291 mg, 1.09 mmol) and Cs2CO3 (284 mg, 0.870 mmol) were added. The reaction was bubbled through with nitrogen for 5 minutes. Pd2 dba3 (33.2 mg, 0.0363 mmol) was added and the reaction heated to 90° C. overnight. The reaction was cooled to ambient temperature, filtered and concentrat... Reactants: FC=1C=C(C=CC1)C1=NC=C(C=N1)C(=O)O (2-(3-fluoro-phenyl)-pyrimidine-5-carboxylic acid), NN1C(NN=C(C1)C)=O (4-amino-6-methyl-4,5-dihydro-2H-[1,2,4]triazin-3-one), C[N+]1(CCOCC1)C2=NC(=NC(=N2)OC)OC.[Cl-] (DMTMM). Run in CN(C)C=O (DMF). Conditions: time 8 hour. Product: CC=1CN(C(NN1)=O)NC(=O)C=1C=NC(=NC1)C1=CC(=CC=C1)F (2-(3-Fluoro-phenyl)-pyrimidine-5-carboxylic acid (6-methyl-3-oxo-2,5-dihydro-3H-[1,2,4]triazin-4-yl)-amide). Yield: 64.3%. As a reaction SMILES: [F:1][C:2]1[CH:3]=[C:4]([C:8]2[N:13]=[CH:12][C:11]([C:14]([OH:16])=O)=[CH:10][N:9]=2)[CH:5]=[CH:6][CH:7]=1.[NH2:17][N:18]1[CH2:23][C:22]([CH3:24])=[N:21][NH:20][C:19]1=[O:25].C[N+]1(C2N=C(OC)N=C(OC)N=2)CCOCC1.[Cl-]>CN(C=O)C>[CH3:24][C:22]1[CH2:23][N:18]([NH:17][C:14]([C:11]2[CH:12]=[N:13][C:8]([C:4]3[CH:5]=[CH:6][CH:7]=[C:2]([F:1])[CH:3]=3)=[N:9][CH:10]=2)=[O:16])[C:19](=[O:25])[NH:20][N:21]=1 |f:2.3|. Procedure: To a solution of 2-(3-fluoro-phenyl)-pyrimidine-5-carboxylic acid (0.317 g, 1.45 mmol) in anhydrous DMF (5 mL) is added 4-amino-6-methyl-4,5-dihydro-2H-[1,2,4]triazin-3-one (0.206 g, 1.45 mmol) followed by the addition of DMTMM (0.421 g, 1.52 mmol). The mixture is stirred at rt overnight. The mixture is partitioned between a saturated aqueous NaHCO3 solution and EtOAc. The organic phase is separated, dried (MgSO4), filtered and concentrated in vacuo to afford 2-(3-Fluoro-phenyl)-pyrimidine-5-car... The reactants are C1=CC(=CC(=C1)Cl)C(=O)OO (mCPBA), C(C)(=O)OC(CC=C)C1=CC=C(C=C1)C#N (4-Acetoxy-4-(p-cyanophenyl)-1-butene). Solvent: C(Cl)Cl (DCM). The product is C(C)(=O)OC(CC1OC1)C1=CC=C(C=C1)C#N (1-(4-Cyanophenyl)-2-(2-oxiranyl)ethyl acetate). The yield is 50.0%. As a reaction SMILES: C1C=C(Cl)C=C(C(OO)=[O:9])C=1.[C:12]([O:15][CH:16]([C:20]1[CH:25]=[CH:24][C:23]([C:26]#[N:27])=[CH:22][CH:21]=1)[CH2:17][CH:18]=[CH2:19])(=[O:14])[CH3:13]>C(Cl)Cl>[C:12]([O:15][CH:16]([C:20]1[CH:25]=[CH:24][C:23]([C:26]#[N:27])=[CH:22][CH:21]=1)[CH2:17][CH:18]1[CH2:19][O:9]1)(=[O:14])[CH3:13]. Reported procedure: mCPBA (2.86 g; 70%) was added to a stirred solution of 4-acetoxy-4-(p-cyanophenyl)-1-butene (2.5 g; 11.6 mmol; from step (a) above) in DCM (20 mL), and the reaction mixture was refluxed for 3 h and then cooled. The m-chlorobenzoic acid was removed by filtration and the filtrate was washed with NaHCO3 (aq.), then with water, the phases were separated, dried, concentrated and purified by column chromatography (DCM) to give the sub-title compound in a 50% yield.